From a dataset of the Open Reaction Database (ORD), a public repository of structured organic reaction records. describe an organic reaction: reactants, conditions, products, and yield The reactants are Cl (HCl), C1(=CC=CC=C1)C(C(=O)OCC)N1CCSCC1 (ethyl 2-phenyl-2-thiomorpholinoacetate), Cl (HCl). Run in O1CCOCC1 (dioxane). Yields the product Cl.C1(=CC=CC=C1)C(C(=O)O)N1CCSCC1 (2-phenyl-2-thiomorpholinoacetic acid hydrochloride). Yield: 35.2%. Reaction SMILES: [ClH:1].[C:2]1([CH:8]([N:14]2[CH2:19][CH2:18][S:17][CH2:16][CH2:15]2)[C:9]([O:11]CC)=[O:10])[CH:7]=[CH:6][CH:5]=[CH:4][CH:3]=1>O1CCOCC1>[ClH:1].[C:2]1([CH:8]([N:14]2[CH2:15][CH2:16][S:17][CH2:18][CH2:19]2)[C:9]([OH:11])=[O:10])[CH:7]=[CH:6][CH:5]=[CH:4][CH:3]=1 |f:3.4|. Reported procedure: 37% aq HCl (1.1 ml, 13.5 mmol) was added dropwise to a solution of ethyl 2-phenyl-2-thiomorpholinoacetate (0.36 g, 1.35 mmol) in dioxane (11 ml). The mixture was stirred at reflux overnight. Then 37% aq HCl (1.1 ml, 13.5 mmol) was added again and the reaction was refluxed for additional 24 hours. Solvents were evaporated, the residue was triturated with acetonitrile and collected by suction filtration to obtain 2-phenyl-2-thiomorpholinoacetic acid hydrochloride (0.13 g, 34.4% yield) as a off-whi... The reactants are C(#N)C=1C=NC=CC1 (3-cyanopyridine), Grignard reagent, C(C)OCC (diethyl ether), Cl (hydrochloric acid), BrCCC(C)C (1-bromo-3-methyl butane), C(C)OCC (diethyl ether). Solvent: [Cl-].[NH4+] (ammonium chloride). Conditions: temperature 35 celsius, time 5 hour. The product is N1=CC(=CC=C1)C(=O)CCC(C)C (3-methylbutyl 3-pyridyl ketone). As a reaction SMILES: [C:1]([C:3]1[CH:4]=[N:5][CH:6]=[CH:7][CH:8]=1)#N.Br[CH2:10][CH2:11][CH:12]([CH3:14])[CH3:13].Cl.C([O:18]CC)C>[Cl-].[NH4+]>[N:5]1[CH:6]=[CH:7][CH:8]=[C:3]([C:1]([CH2:10][CH2:11][CH:12]([CH3:14])[CH3:13])=[O:18])[CH:4]=1 |f:4.5|. Reported procedure: A solution of 3-cyanopyridine (26.0 g, 0.25 mole) in dry diethyl ether (200 ml) was added dropwise over the hour to the Grignard reagent prepared from 1-bromo-3-methyl butane (40.7 g, 0.27 mole) and magensium (6.8 g, 0.26 mole) in dry diethyl ether (50 ml) under nitrogen. The mixture was heated at 35°C. for eight hours, cooled to room temperature, and diluted with cold saturated aqueous ammonium chloride solution (200 ml) followed by concentrated hydrochloric acid (50 ml). The mixture was stirre... Reactants: OC1=CC=C(N)C=C1 (4-hydroxyaniline), ClC(=O)OCC(Cl)(Cl)Cl (2,2,2-trichloroethyl chloroformate), ice water. The solvent is CN(C)C=O (DMF), CN(C)C=O (DMF). Product: OC1=CC=C(C=C1)NC(OCC(Cl)(Cl)Cl)=O (O-2,2,2-trichloroethyl N-(4-hydroxyphenyl)carbamate). RXN SMILES: Cl[C:2]([O:4][CH2:5][C:6]([Cl:9])([Cl:8])[Cl:7])=[O:3].[OH:10][C:11]1[CH:17]=[CH:16][C:14]([NH2:15])=[CH:13][CH:12]=1>CN(C=O)C>[OH:10][C:11]1[CH:17]=[CH:16][C:14]([NH:15][C:2](=[O:3])[O:4][CH2:5][C:6]([Cl:9])([Cl:8])[Cl:7])=[CH:13][CH:12]=1. Procedure: 4.3 g (0.02 mol) of 2,2,2-trichloroethyl chloroformate are dissolved in 20 ml of DMF and added dropwise to a solution of 10.9 g (0.1 mol) of 4-hydroxyaniline in 100 ml of DMF. After the mixture has been stirred for a further hour at room temperature, it is poured into ice water, acidified and filtered with suction, and the material filtered off is washed with water. The product is recrystallized from toluene using activated charcoal. RXN SMILES: [C@@H:1]1([N:10]2[C:19]3[N:18]=[CH:17][N:16]=[C:14]([OH:15])[C:13]=3[N:12]=[CH:11]2)[O:9][C@H:6]([CH2:7][OH:8])[C@@H:4](O)[C@H:2]1O.[F-].C([N+](CCCC)(CCCC)CCCC)CCC>O1CCCC1>[C@@H:1]1([N:10]2[C:19]3[N:18]=[CH:17][N:16]=[C:14]([OH:15])[C:13]=3[N:12]=[CH:11]2)[O:9][C@H:6]([CH2:7][OH:8])[CH:4]=[CH:2]1 |f:1.2|. Isolated yield 67.5%. Procedure: To a solution of 21 (3.0 g, 8.6 mmol) in dry tetrahydrofuran (THF) (65 ml), cooled in an ice-bath, was added a 1M solution of tetra-n-butylammonium fluoride in THF (34 ml, 34.0 mmol). The mixture was stirred at 0° C. for 30 minutes, and the solvent was evaporated under vacuum. The residue was purified by chromatography on a silica gel column using CHCl3 methanol (7:1) as the eluent. Concentration of the TLC purified fractions yielded 1.36 g (67%) of 8: mp >310° C. (methanol); 1H NMR (DMSO-d6) δ ... Yields the product [C@@H]1(C=C[C@@H](CO)O1)N1C=NC=2C(O)=NC=NC12 (2',3'-Didehydro-2',3'-dideoxyinosine). Solvent: O1CCCC1 (THF), O1CCCC1 (tetrahydrofuran). The reactants are solution, [F-].C(CCC)[N+](CCCC)(CCCC)CCCC (tetra-n-butylammonium fluoride), [C@@H]1([C@H](O)[C@H](O)[C@@H](CO)O1)N1C=NC=2C(O)=NC=NC12 (inosine). Reaction conditions: temperature 0 celsius, time 30 minute. The reactants are C(C)(=O)C=1C(=NN2C1SC=C2C)C (7-acetyl-3,6-dimethylpyrazolo [5,1-b]thiazole). Procedure details: A mixture of 25.0 g of 7-acetyl-3,6-dimethylpyrazolo [5,1-b]thiazole and 200 ml of concentrated hydrochloric acid is refluxed for 10 hours. The reaction solution is concentrated, and the residue is neutralized with 10% sodium hydroxide and then extracted with chloroform. The extract is washed with water, dried over anhydrous sodium sulfate and distilled to remove chloroform. The residue is purified by silica gel chromatography (eluent: dichloromethanemethanol) to give 16.3 g of the oily title co... Solvent: Cl (hydrochloric acid). The product is CC=1N2C(SC1)=CC(=N2)C (3,6-Dimethylpyrazolo[5,1-b]thiazole). Isolated yield 83.2%. RXN SMILES: C([C:4]1[C:5]([CH3:13])=[N:6][N:7]2[C:11]([CH3:12])=[CH:10][S:9][C:8]=12)(=O)C>Cl>[CH3:12][C:11]1[N:7]2[N:6]=[C:5]([CH3:13])[CH:4]=[C:8]2[S:9][CH:10]=1. The reactants are ClC1=CC=C(C(=O)C2=C(C(=C(N2C)CC(=O)O)C(=O)O)OC)C=C1 (5-(p-Chlorobenzoyl)-3-hydroxycarbonyl-4-methoxy-1-methylpyrrole-2-acetic acid), Cl (hydrochloric acid), C(C)O (ethanol). Yields the product ClC1=CC=C(C(=O)C2=C(C(=C(N2C)CC(=O)OCC)C(=O)O)OC)C=C1 (ethyl 5-(p-chlorobenzoyl)-3-hydroxycarbonyl-4-methoxy-1-methylpyrrole-2-acetate). Reaction SMILES: [Cl:1][C:2]1[CH:24]=[CH:23][C:5]([C:6]([C:8]2[N:12]([CH3:13])[C:11]([CH2:14][C:15]([OH:17])=[O:16])=[C:10]([C:18]([OH:20])=[O:19])[C:9]=2[O:21][CH3:22])=[O:7])=[CH:4][CH:3]=1.Cl.[CH2:26](O)[CH3:27]>>[Cl:1][C:2]1[CH:3]=[CH:4][C:5]([C:6]([C:8]2[N:12]([CH3:13])[C:11]([CH2:14][C:15]([O:17][CH2:26][CH3:27])=[O:16])=[C:10]([C:18]([OH:20])=[O:19])[C:9]=2[O:21][CH3:22])=[O:7])=[CH:23][CH:24]=1. Procedure details: 5-(p-Chlorobenzoyl)-3-hydroxycarbonyl-4-methoxy-1-methylpyrrole-2-acetic acid (478 mg) is suspended in 5 ml of absolute ethanol under nitrogen and heated to reflux. Concentrated hydrochloric acid (75 ml) is subsequently added and the reaction mixture is heated for another 20 minutes until all the solids are dissolved. The resulting solution is heated for an additional 10 minutes. Upon cooling, the product crystallizes out and is filtered, and dried in vacuo to afford 260 mg of ethyl 5-(p-chlorob... Reactants: Cl (HCl), CC(COC1OCCCC1)(C)C1=NOC(=C1)NC(C(C)(S(=O)(=O)C1CCOCC1)C)=O (N-{3-[1,1-Dimethyl-2-(tetrahydro-pyran-2-yloxy)-ethyl]-isoxazol-5-yl}-2-methyl-2-(tetrahydro-pyran-4-sulfonyl)-propionamide). Solvent: C(C)O (ethanol), C(C)O (ethanol). Reaction conditions: temperature 54 celsius, time 2.5 hour. The product is OCC(C)(C)C1=NOC(=C1)NC(C(C)(S(=O)(=O)C1CCOCC1)C)=O (N-[3-(2-Hydroxy-1,1-dimethyl-ethyl)-isoxazol-5-yl]-2-methyl-2-(tetrahydro-pyran-4-sulfonyl)propionamide). Yield: 90.7%. Reaction SMILES: Cl.[CH3:2][C:3]([C:13]1[CH:17]=[C:16]([NH:18][C:19](=[O:32])[C:20]([CH3:31])([S:22]([CH:25]2[CH2:30][CH2:29][O:28][CH2:27][CH2:26]2)(=[O:24])=[O:23])[CH3:21])[O:15][N:14]=1)([CH3:12])[CH2:4][O:5]C1CCCCO1>C(O)C>[OH:5][CH2:4][C:3]([C:13]1[CH:17]=[C:16]([NH:18][C:19](=[O:32])[C:20]([CH3:31])([S:22]([CH:25]2[CH2:26][CH2:27][O:28][CH2:29][CH2:30]2)(=[O:24])=[O:23])[CH3:21])[O:15][N:14]=1)([CH3:12])[CH3:2]. Procedure: 2120 mL 10M HCl in ethanol is added to a mixture of 10.8 kg N-{3-[1,1-Dimethyl-2-(tetrahydro-pyran-2-yloxy)-ethyl]-isoxazol-5-yl}-2-methyl-2-(tetrahydro-pyran-4-sulfonyl)-propionamide in 65 L ethanol at 51° C. The mixture is stirred for 2.5 h at 54° C. and then is cooled to 1° C. The suspension is filtered and the filter cake is washed once with 5 L cold ethanol and once with 7 L ethanol. Drying of the filter cake provides 8001 g product. ES-MS: m/z 375 [M+H];]; 1H NMR (400 MHz, DMSO-d6) δ ppm 1... The reactants are ClC1=NC=NC(=C1)OC1=CC=C(C=C1)NC(=O)NC1=CC(=C(C=C1)Cl)C(F)(F)F (N-(4-(4-chloropyrimidin-6-yl-oxy)-phenyl)-N′-(4-chloro-3-trifluoromethyl-phenyl)-urea), N (NH3). Run in C(C)O (ethanol), O (water), CCOC(=O)C (AcOEt). The product is NC1=NC=NC(=C1)OC1=CC=C(C=C1)NC(=O)NC1=CC(=C(C=C1)Cl)C(F)(F)F (N-(4-(4-Aminopyrimidin-6-yl-oxy)phenyl)N′-(4chloro-3-trifluoromethyl-phenyl)-urea). RXN SMILES: Cl[C:2]1[CH:7]=[C:6]([O:8][C:9]2[CH:14]=[CH:13][C:12]([NH:15][C:16]([NH:18][C:19]3[CH:24]=[CH:23][C:22]([Cl:25])=[C:21]([C:26]([F:29])([F:28])[F:27])[CH:20]=3)=[O:17])=[CH:11][CH:10]=2)[N:5]=[CH:4][N:3]=1.[NH3:30]>C(O)C.O.CCOC(C)=O>[NH2:30][C:2]1[CH:7]=[C:6]([O:8][C:9]2[CH:14]=[CH:13][C:12]([NH:15][C:16]([NH:18][C:19]3[CH:24]=[CH:23][C:22]([Cl:25])=[C:21]([C:26]([F:29])([F:28])[F:27])[CH:20]=3)=[O:17])=[CH:11][CH:10]=2)[N:5]=[CH:4][N:3]=1. Procedure: In a sealed tube under N2-atmosphere, N-(4-(4-chloropyrimidin-6-yl-oxy)-phenyl)-N′-(4-chloro-3-trifluoromethyl-phenyl)-urea (443 mg, 1.00 mmol) and 25% aqueous NH3 (2 ml) in ethanol (2 ml) is stirred for 22 h at 80° C. Then the reaction mixture is diluted with water and AcOEt, the aqueous layer separated off and extracted 3 times with AcOEt. The organic phases are washed with 3 portions of water and brine, dried (Na2SO4) and concentrated. Column chromatography (SiO2; CH2Cl2/MeOH 9:1) yields the ...